This data is from the Open Reaction Database (ORD), a public repository of structured organic reaction records. The task is: describe an organic reaction: reactants, conditions, products, and yield The reactants are CCOC(=O)C1=Cc2cc(-c3cc(C(F)(F)F)cc(C(F)(F)F)c3)ccc2OC1C(F)(F)F, [Li+], [OH-], O. Product: O=C(O)C1=Cc2cc(-c3cc(C(F)(F)F)cc(C(F)(F)F)c3)ccc2OC1C(F)(F)F. Reaction SMILES: [F:1][C:2]([c:3]1[cH:4][c:5](-[c:13]2[cH:14][c:15]3[c:20]([cH:21][cH:22]2)[O:19][CH:18]([C:23]([F:24])([F:25])[F:26])[C:17]([C:27](=[O:28])[O:29][CH2:30][CH3:31])=[CH:16]3)[cH:6][c:7]([C:9]([F:10])([F:11])[F:12])[cH:8]1)([F:32])[F:33].[Li+:34].[OH-:35].[OH2:36]>>[F:1][C:2]([c:3]1[cH:4][c:5](-[c:13]2[cH:14][c:15]3[c:20]([cH:21][cH:22]2)[O:19][CH:18]([C:23]([F:24])([F:25])[F:26])[C:17]([C:27](=[O:28])[OH:29])=[CH:16]3)[cH:6][c:7]([C:9]([F:10])([F:11])[F:12])[cH:8]1)([F:32])[F:33]. Reactants: CN1CCOCC1, CCOC(C)=O, CN(C)C=O, Cl, [Cu], Nc1ccc(F)cc1F, O=C(O)c1ccc(Oc2ccccc2)cc1I. The product is O=C(O)c1ccc(Oc2ccccc2)cc1Nc1ccc(F)cc1F. RXN SMILES: [CH3:27][N:28]1[CH2:29][CH2:30][O:31][CH2:32][CH2:33]1.[CH3:36][CH2:37][O:38][C:39](=[O:40])[CH3:41].[CH3:42][N:43]([CH3:44])[CH:45]=[O:46].[ClH:34].[Cu:35].[F:18][c:19]1[c:20]([NH2:21])[cH:22][cH:23][c:24]([F:26])[cH:25]1.[I:1][c:2]1[c:3]([C:4](=[O:5])[OH:6])[cH:7][cH:8][c:9]([O:11][c:12]2[cH:13][cH:14][cH:15][cH:16][cH:17]2)[cH:10]1>>[c:2]1([NH:21][c:20]2[c:19]([F:18])[cH:25][c:24]([F:26])[cH:23][cH:22]2)[c:3]([C:4](=[O:5])[OH:6])[cH:7][cH:8][c:9]([O:11][c:12]2[cH:13][cH:14][cH:15][cH:16][cH:17]2)[cH:10]1. The product is C=CCC1(CO[Si](CC)(CC)CC)CCCCC1. Reaction SMILES: [CH2:17]([CH3:18])[Si:19]([Cl:20])([CH2:21][CH3:22])[CH2:23][CH3:24].[CH2:1]([CH:2]=[CH2:3])[C:4]1([CH2:10][OH:11])[CH2:5][CH2:6][CH2:7][CH2:8][CH2:9]1.[CH3:25][N:26]([CH3:27])[CH:28]=[O:29].[nH:12]1[cH:13][cH:14][n:15][cH:16]1>>[CH2:1]([CH:2]=[CH2:3])[C:4]1([CH2:10][O:11][Si:19]([CH2:17][CH3:18])([CH2:21][CH3:22])[CH2:23][CH3:24])[CH2:5][CH2:6][CH2:7][CH2:8][CH2:9]1. Starting materials: CC[Si](Cl)(CC)CC, C=CCC1(CO)CCCCC1, CN(C)C=O, c1c[nH]cn1. Starting materials: C(C=C)Cl (Allyl chloride), [Mg] (magnesium), ice water, ClC1=CC=C(C=O)C=C1 (4-Chloro-benzaldehyde), S(O)(O)(=O)=O (sulphuric acid). Solvent: O1CCCC1 (tetrahydrofuran), O1CCCC1 (tetrahydrofuran), O1CCCC1 (tetrahydrofuran). Yields the product ClC1=CC=C(C=C1)C(CC=C)O (4-(4-chlorophenyl)but-1-en-4-ol). Yield: 108.6%. RXN SMILES: [CH2:1](Cl)[CH:2]=[CH2:3].[Mg].[Cl:6][C:7]1[CH:14]=[CH:13][C:10]([CH:11]=[O:12])=[CH:9][CH:8]=1.S(=O)(=O)(O)O>O1CCCC1>[Cl:6][C:7]1[CH:14]=[CH:13][C:10]([CH:11]([OH:12])[CH2:3][CH:2]=[CH2:1])=[CH:9][CH:8]=1. Reported procedure: Allyl chloride (97.88 g, 1.28 mol) in dry tetrahydrofuran (500 ml) was added to a suspension of magnesium turnings (60.08 g, 2.47 mol) in dry tetrahydrofuran (50 ml) at such a rate as to maintain steady reflux. The mixture was then heated under reflux for a further hour. 4-Chloro-benzaldehyde (120 g, 854 mmol) in dry tetrahydrofuran (600 ml) was then added dropwise and the mixture refluxed for a further 2 hours. After being cooled to room temperature the mixture was poured into ice/water, carefu... Reactants: [Li]C(C)(C)C, C1CCOC1, CCOC(=O)c1ccc(N=Nc2ccc3c(c2)C(OS(=O)(=O)C(F)(F)F)=CCC3(C)C)cc1, [Cl-], [NH4+], c1ccsc1. Product: CCOC(=O)c1ccc(N=Nc2ccc3c(c2)C(c2cccs2)=CCC3(C)C)cc1. As a reaction SMILES: [C:6]([Li:7])([CH3:8])([CH3:9])[CH3:10].[CH2:44]1[O:45][CH2:46][CH2:47][CH2:48]1.[CH3:11][C:12]1([CH3:43])[c:13]2[cH:14][cH:15][c:16]([N:30]=[N:31][c:32]3[cH:33][cH:34][c:35]([C:36](=[O:37])[O:38][CH2:39][CH3:40])[cH:41][cH:42]3)[cH:17][c:18]2[C:19]([O:22][S:23]([C:24]([F:25])([F:26])[F:27])(=[O:28])=[O:29])=[CH:20][CH2:21]1.[Cl-:49].[NH4+:50].[cH:1]1[cH:2][cH:3][s:4][cH:5]1>>[cH:1]1[cH:2][c:3]([C:19]2=[CH:20][CH2:21][C:12]([CH3:11])([CH3:43])[c:13]3[cH:14][cH:15][c:16]([N:30]=[N:31][c:32]4[cH:33][cH:34][c:35]([C:36](=[O:37])[O:38][CH2:39][CH3:40])[cH:41][cH:42]4)[cH:17][c:18]32)[s:4][cH:5]1. The reactants are C(C)(=O)OCC (ethyl acetate), C(Cl)(Cl)Cl (CHCl3), C(C1=CC=CC=C1)(=O)OC[C@@H]1C=CC(O1)=O ((5S)-5-(Benzoyloxymethyl)-5H-furan-2-one), C(C1=CC=CC=C1)(=O)C1=CC=CC=C1 (benzophenone). Solvent: hexanes, O1COCC1 ([1,3]-dioxolane). Yields the product C(C1=CC=CC=C1)(=O)OC[C@@H]1[C@H](CC(O1)=O)C1OCCO1 ((4S,5S)-5-(Benzoyloxymethyl)-4-[1,3]dioxolan-2-yldihydrofuran-2-one). Isolated yield 80.0%. As a reaction SMILES: [C:1]([O:9][CH2:10][C@H:11]1[O:15][C:14](=[O:16])[CH:13]=[CH:12]1)(=[O:8])[C:2]1[CH:7]=[CH:6][CH:5]=[CH:4][CH:3]=1.C(C1C=CC=CC=1)(=O)C1C=CC=CC=1.[C:31]([O:34][CH2:35][CH3:36])(=[O:33])C.C(Cl)(Cl)Cl>O1CCOC1>[C:1]([O:9][CH2:10][C@H:11]1[O:15][C:14](=[O:16])[CH2:13][C@@H:12]1[CH:31]1[O:34][CH2:35][CH2:36][O:33]1)(=[O:8])[C:2]1[CH:3]=[CH:4][CH:5]=[CH:6][CH:7]=1. Reported procedure: A solution containing 180 mg (0.825 mmol) compound (2e) and 22.5 mg (0.123 mmol) benzophenone in 110 mL [1,3]-dioxolane was irradiated at 20° C. for 7 hours according to the general procedure. Column chromatography (silica gel 40 g, ethyl acetate in hexanes 40%) gave compound (3e) (193 mg. 80%) as a colorless solid, Rf=0.29, [α]25D 35.2°, c 1.2, CHCl3, IR (neat) 2360, 2342, 1779, 1721, 1272, 1118 cm−1; 1H-NMR (400 MHz, CDCl3) δ: 2.53 (d, 1H J=11.6 Hz), 2.62-2.73 (m, 2H), 3.83 (mc, 2H), 3.94 (mc,...